From a dataset of the Open Reaction Database (ORD), a public repository of structured organic reaction records. describe an organic reaction: reactants, conditions, products, and yield Starting materials: NC(CC(C(=O)OCC)C)C1=C(C=CC=C1OC)OC (ethyl 4-amino-4-(2,6-dimethoxyphenyl)-2-methylbutanoate), S1C(=NC=C1)C=1C=C(C=O)C=CC1 (3-(thiazol-2-yl)benzaldehyde). The product is COC1=C(C(=CC=C1)OC)C1CC(C(N1CC1=CC(=CC=C1)C=1SC=CN1)=O)C (5-(2,6-dimethoxyphenyl)-3-methyl-1-(3-(thiazol-2-yl)benzyl)pyrrolidin-2-one). RXN SMILES: [NH2:1][CH:2]([C:11]1[C:16]([O:17][CH3:18])=[CH:15][CH:14]=[CH:13][C:12]=1[O:19][CH3:20])[CH2:3][CH:4]([CH3:10])[C:5]([O:7]CC)=O.[S:21]1[CH:25]=[CH:24][N:23]=[C:22]1[C:26]1[CH:27]=[C:28]([CH:31]=[CH:32][CH:33]=1)[CH:29]=O>>[CH3:18][O:17][C:16]1[CH:15]=[CH:14][CH:13]=[C:12]([O:19][CH3:20])[C:11]=1[CH:2]1[N:1]([CH2:29][C:28]2[CH:31]=[CH:32][CH:33]=[C:26]([C:22]3[S:21][CH:25]=[CH:24][N:23]=3)[CH:27]=2)[C:5](=[O:7])[CH:4]([CH3:10])[CH2:3]1. Procedure details: Prepared according to the described general procedure 1 (GP1) by reaction of ethyl 4-amino-4-(2,6-dimethoxyphenyl)-2-methylbutanoate with commercially available 3-(thiazol-2-yl)benzaldehyde. Subsequent purification by preparative HPLC afforded the target compound. LC-MS (conditions A): tR=0.84 min.; [M+H]+: 409.16 g/mol. The reactants are C([O-])([O-])=O.[K+].[K+] (potassium carbonate), ice, C(C1=CC=CC=C1)OC(=O)N1C(C2=CC=CC=C2CC1)C1=C(C=CC(=C1)Cl)O ((±)-1-(5-chloro-2-hydroxy-phenyl)-3,4-dihydro-1H-isoquinoline-2-carboxylic acid benzyl ester), ClCC#N (chloroacetonitrile). The solvent is CS(=O)C (DMSO), CS(=O)C (DMSO). Run at temperature 80 celsius, time 1 hour. Product: C(C1=CC=CC=C1)OC(=O)N1C(C2=CC=CC=C2CC1)C1=C(C=CC(=C1)Cl)OCC#N ((±)-1-(5-Chloro-2-cyanomethoxy-Phenyl)-3,4-dihydro-1H-isoquinoline-2-carboxylic acid benzyl ester). Reaction SMILES: [CH2:1]([O:8][C:9]([N:11]1[CH2:20][CH2:19][C:18]2[C:13](=[CH:14][CH:15]=[CH:16][CH:17]=2)[CH:12]1[C:21]1[CH:26]=[C:25]([Cl:27])[CH:24]=[CH:23][C:22]=1[OH:28])=[O:10])[C:2]1[CH:7]=[CH:6][CH:5]=[CH:4][CH:3]=1.Cl[CH2:30][C:31]#[N:32].C(=O)([O-])[O-].[K+].[K+]>CS(C)=O>[CH2:1]([O:8][C:9]([N:11]1[CH2:20][CH2:19][C:18]2[C:13](=[CH:14][CH:15]=[CH:16][CH:17]=2)[CH:12]1[C:21]1[CH:26]=[C:25]([Cl:27])[CH:24]=[CH:23][C:22]=1[O:28][CH2:30][C:31]#[N:32])=[O:10])[C:2]1[CH:7]=[CH:6][CH:5]=[CH:4][CH:3]=1 |f:2.3.4|. Reported procedure: A mixture of (±)-1-(5-chloro-2-hydroxy-phenyl)-3,4-dihydro-1H-isoquinoline-2-carboxylic acid benzyl ester (1.9 g, 5.00 mmol, 1.00 eq.) and chloroacetonitrile (0.34 mL, 5.19 mmol, 1.04 eq.) in DMSO (1.5 mL) was added to a suspension of potassium carbonate (980 mg, 7.09 mmol, 1.42 eq.) in DMSO (1.5 mL) (exothermic). The mixture was heated up to 80° C. and stirred at that temperature for 1 hour. The reaction mixture was poured onto ice. After the ice melted, the mixture was filtered and the filter ...